Dataset: the Open Reaction Database (ORD), a public repository of structured organic reaction records. Task: describe an organic reaction: reactants, conditions, products, and yield Starting materials: O=C1CC(N(C2=C(N1CC(=O)N(C1=CC=C(C=C1)OC)C(C)C)C=CC=C2)C2=CC=NC=C2)=O (2-(2,4-Dioxo-5-pyridin-4-yl-2,3,4,5-tetrahydro-benzo[b][1,4]diazepin-1-yl)-N-isopropyl-N-(4-methoxy-phenyl)-acetamide), solution, BrCC1=NN(C2=CC=CC=C12)C(=O)OC(C)(C)C (3-bromomethyl-1-tert-butoxycarbonyl-1H-indazole). The solvent is CN(C)C=O (DMF). Reaction conditions: time 20 minute. The product is C(C)(C)(C)OC(=O)N1N=C(C2=CC=CC=C12)CC1C(N(C2=C(N(C1=O)CC(=O)N(C1=CC=C(C=C1)OC)C(C)C)C=CC=C2)C2=CC=NC=C2)=O (2-[3-(1-tert-butoxycarbonyl-1H-indazol-3-ylmethyl)-2,4-dioxo-5-pyridin-4-yl-2,3,4,5-tetrahydrobenzo[b][1,4]diazepin-1-yl]-N-isopropyl-N-(4-methoxy-phenyl) acetamide). Isolated yield 74.4%. Reaction SMILES: [O:1]=[C:2]1[N:8]([CH2:9][C:10]([N:12]([CH:21]([CH3:23])[CH3:22])[C:13]2[CH:18]=[CH:17][C:16]([O:19][CH3:20])=[CH:15][CH:14]=2)=[O:11])[C:7]2[CH:24]=[CH:25][CH:26]=[CH:27][C:6]=2[N:5]([C:28]2[CH:33]=[CH:32][N:31]=[CH:30][CH:29]=2)[C:4](=[O:34])[CH2:3]1.Br[CH2:36][C:37]1[C:45]2[C:40](=[CH:41][CH:42]=[CH:43][CH:44]=2)[N:39]([C:46]([O:48][C:49]([CH3:52])([CH3:51])[CH3:50])=[O:47])[N:38]=1>CN(C=O)C>[C:49]([O:48][C:46]([N:39]1[C:40]2[C:45](=[CH:44][CH:43]=[CH:42][CH:41]=2)[C:37]([CH2:36][CH:3]2[C:2](=[O:1])[N:8]([CH2:9][C:10]([N:12]([CH:21]([CH3:23])[CH3:22])[C:13]3[CH:14]=[CH:15][C:16]([O:19][CH3:20])=[CH:17][CH:18]=3)=[O:11])[C:7]3[CH:24]=[CH:25][CH:26]=[CH:27][C:6]=3[N:5]([C:28]3[CH:29]=[CH:30][N:31]=[CH:32][CH:33]=3)[C:4]2=[O:34])=[N:38]1)=[O:47])([CH3:52])([CH3:51])[CH3:50]. Procedure details: To a stirring solution of 437.3 mg 2-(2,4-Dioxo-5-pyridin-4-yl-2,3,4,5-tetrahydro-benzo[b][1,4]diazepin-1-yl)-N-isopropyl-N-(4-methoxy-phenyl)-acetamide (0.95 mmol) in 10 mL DMF at 0° C. is added 2.09 mL (1.04 mmol, 1.1 equiv) of a 0.5M solution of KN(TMS)2. The reaction is allowed to warm to RT, then cooled back down to 0° C., and 325 mg (1.04 mmol, 1.1 equiv) 3-bromomethyl-1-tert-butoxycarbonyl-1H-indazole is then added in one portion. The reaction is allowed to warm to RT, and is stirred an a... Reactants: FC(C(=O)O)(F)F (trifluoroacetic acid), ClC1=C2C(N3C(=NC2=CC(=C1)Cl)CCCCC3)=O (1,3-dichloro-7,8,9,10-tetrahydroazepino[2,1-b]quinazolin-12(6H)-one), FC(C(=O)O)(F)F (trifluoroacetic acid). Run in C(C)[SiH](CC)CC (triethylsilane), C(C)[SiH](CC)CC (triethylsilane). Yields the product ClC1=C2C(N3C(=NC2=CC(=C1)Cl)CCCCC3)O (1,3-dichloro-6,7,8,9,10,12-hexahydroazepino[2,1-b]quinazolin-12-ol). Reaction SMILES: [Cl:1][C:2]1[CH:11]=[C:10]([Cl:12])[CH:9]=[C:8]2[C:3]=1[C:4](=[O:18])[N:5]1[CH2:17][CH2:16][CH2:15][CH2:14][CH2:13][C:6]1=[N:7]2.FC(F)(F)C(O)=O>C([SiH](CC)CC)C>[Cl:1][C:2]1[CH:11]=[C:10]([Cl:12])[CH:9]=[C:8]2[C:3]=1[CH:4]([OH:18])[N:5]1[CH2:17][CH2:16][CH2:15][CH2:14][CH2:13][C:6]1=[N:7]2. Procedure details: To a solution of 1 g of 1,3-dichloro-7,8,9,10-tetrahydroazepino[2,1-b]quinazolin-12(6H)-one in 30 mL of hot triethylsilane was added 5 m of trifluoroacetic acid and the mixture was stirred at 100° C.-110° C. under nitrogen. More triethylsilane and trifluoroacetic acid were added until the reaction was substantially complete as evidenced by TLC (basified aliquot extracted into CHCl3). Then all volatiles were removed in vacuo and the residue was basified, extracted into chloroform, and chromatogra... Starting materials: CCOCC (ether), [H-].[Al+3].[Li+].[H-].[H-].[H-] (lithium aluminum hydride), CCOCC (ether), ClC1=C(OC2=CC=C(OC(C(=CC(=O)OCC)OC)C)C=C2)C=CC(=C1)C(F)(F)F (ethyl 4[4-(2-chloro-4-trifluoromethylphenoxy)phenoxy]-3-methoxy-2-pentenoate), CCOCC (ether). Run in O (water). Product: ClC1=C(OC2=CC=C(OC(C(=CCO)OC)C)C=C2)C=CC(=C1)C(F)(F)F (4-[4-(2-chloro-4-trifluoromethylphenoxy)phenoxy]-3-methoxy-2-penten-1-ol). Reaction SMILES: [H-].[Al+3].[Li+].[H-].[H-].[H-].CCOCC.[Cl:12][C:13]1[CH:37]=[C:36]([C:38]([F:41])([F:40])[F:39])[CH:35]=[CH:34][C:14]=1[O:15][C:16]1[CH:33]=[CH:32][C:19]([O:20][CH:21]([CH3:31])[C:22]([O:29][CH3:30])=[CH:23][C:24](OCC)=[O:25])=[CH:18][CH:17]=1>O>[Cl:12][C:13]1[CH:37]=[C:36]([C:38]([F:39])([F:41])[F:40])[CH:35]=[CH:34][C:14]=1[O:15][C:16]1[CH:33]=[CH:32][C:19]([O:20][CH:21]([CH3:31])[C:22]([O:29][CH3:30])=[CH:23][CH2:24][OH:25])=[CH:18][CH:17]=1 |f:0.1.2.3.4.5|. Procedure details: To a mixture of lithium aluminum hydride (200 mg) and anhydrous ether (5 ml.) is added dropwise at 0°, a mixture of ethyl 4[4-(2-chloro-4-trifluoromethylphenoxy)phenoxy]-3-methoxy-2-pentenoate (400 mg) and ether (5 ml.). After addition is complete, the mixture is stirred for about minutes. Wet ether and water is added to destroy excess hydride. Filtration and evaporation of filtrate gives 4-[4-(2-chloro-4-trifluoromethylphenoxy)phenoxy]-3-methoxy-2-penten-1-ol. Reactants: CC(=O)O[BH-](OC(C)=O)OC(C)=O, CCCN(CC1CC1)c1cc(C(=O)Nc2ccc(C=O)cc2C)ncn1, ClCCl, OC1CCNCC1, [Na+]. Product: CCCN(CC1CC1)c1cc(C(=O)Nc2ccc(CN3CCC(O)CC3)cc2C)ncn1. Reaction SMILES: [C:34]([O:35][BH-:36]([O:37][C:38](=[O:39])[CH3:40])[O:41][C:42](=[O:43])[CH3:44])(=[O:45])[CH3:46].[CH:8]1([CH2:11][N:12]([c:13]2[cH:14][c:15]([C:19](=[O:20])[NH:21][c:22]3[c:23]([CH3:30])[cH:24][c:25]([CH:28]=[O:29])[cH:26][cH:27]3)[n:16][cH:17][n:18]2)[CH2:31][CH2:32][CH3:33])[CH2:9][CH2:10]1.[Cl:48][CH2:49][Cl:50].[NH:1]1[CH2:2][CH2:3][CH:4]([OH:7])[CH2:5][CH2:6]1.[Na+:47]>>[N:1]1([CH2:28][c:25]2[cH:24][c:23]([CH3:30])[c:22]([NH:21][C:19]([c:15]3[cH:14][c:13]([N:12]([CH2:11][CH:8]4[CH2:9][CH2:10]4)[CH2:31][CH2:32][CH3:33])[n:18][cH:17][n:16]3)=[O:20])[cH:27][cH:26]2)[CH2:2][CH2:3][CH:4]([OH:7])[CH2:5][CH2:6]1.